This data is from the Open Reaction Database (ORD), a public repository of structured organic reaction records. The task is: describe an organic reaction: reactants, conditions, products, and yield Starting materials: C(C)N1CC(C(CC1)=NO)(F)F (1-ethyl-3,3-difluoro-piperidin-4-one oxime), [AlH4-].[Li+] (lithium tetrahydroaluminate). Solvent: O1CCCC1 (tetrahydrofuran), O1CCCC1 (tetrahydrofuran). Reaction conditions: time 8 hour. Product: C(C)N1CC(C(CC1)N)(F)F (1-ethyl-3,3-difluoro-piperidin-4-ylamine). Isolated yield 82.6%. RXN SMILES: [CH2:1]([N:3]1[CH2:8][CH2:7][C:6](=[N:9]O)[C:5]([F:12])([F:11])[CH2:4]1)[CH3:2].[AlH4-].[Li+]>O1CCCC1>[CH2:1]([N:3]1[CH2:8][CH2:7][CH:6]([NH2:9])[C:5]([F:12])([F:11])[CH2:4]1)[CH3:2] |f:1.2|. Procedure details: A solution of 1-ethyl-3,3-difluoro-piperidin-4-one oxime (6.186 g, 34.72 mmol) in tetrahydrofuran (300 ml) was cooled to 0° C. over an ice bath and charged with 1M lithium tetrahydroaluminate in tetrahydrofuran (69.4 ml, 69.4 mmol) and left to stand overnight gradually warming to room temperature. The reaction was quenched with the addition of 1 N aqueous solution of sodium potassium tartrate (70 ml) and left to stir for an additional night. The white slurry was extracted twice with ethyl acetat... The reactants are C(C)OC(=O)CCC=1C(=NN(C1)CC1=CC=C(C(=O)O)C=C1)C1=CC=CC=C1 (4-[4-(2-ethoxycarbonylethyl)-3-phenyl-1H-pyrazol-1-ylmethyl]benzoic acid), N1=C(C=CC=C1)CN (2-picolylamine), O.ON1N=NC2=C1C=CC=C2 (1-hydroxybenzotriazole monohydrate), CCN=C=NCCCN(C)C (WSC). Run in CN(C=O)C (N,N-dimethylformamide), O (water). Reaction conditions: time 2.5 day. Product: C1(=CC=CC=C1)C1=NN(C=C1CCC(=O)OCC)CC1=CC(=CC=C1)C(=O)NCC1=NC=CC=C1 (ethyl 3-[3-phenyl-1-[3-(2-picolylaminocarbonyl)benzyl]-1H-pyrazol-4-yl]propionate). The yield is 53.8%. Reaction SMILES: [CH2:1]([O:3][C:4]([CH2:6][CH2:7][C:8]1[C:9]([C:23]2[CH:28]=[CH:27][CH:26]=[CH:25][CH:24]=2)=[N:10][N:11]([CH2:13]C2C=CC(C(O)=O)=CC=2)[CH:12]=1)=[O:5])[CH3:2].[N:29]1[CH:34]=[CH:33][CH:32]=[CH:31][C:30]=1[CH2:35][NH2:36].[OH2:37].ON1[C:43]2[CH:44]=CC=[CH:47][C:42]=2N=N1.CCN=C=N[CH2:53][CH2:54][CH2:55]N(C)C>O.CN(C)C=O>[C:23]1([C:9]2[C:8]([CH2:7][CH2:6][C:4]([O:3][CH2:1][CH3:2])=[O:5])=[CH:12][N:11]([CH2:13][C:42]3[CH:43]=[CH:44][CH:55]=[C:54]([C:53]([NH:36][CH2:35][C:30]4[CH:31]=[CH:32][CH:33]=[CH:34][N:29]=4)=[O:37])[CH:47]=3)[N:10]=2)[CH:28]=[CH:27][CH:26]=[CH:25][CH:24]=1 |f:2.3|. Procedure details: A mixture of 4-[4-(2-ethoxycarbonylethyl)-3-phenyl-1H-pyrazol-1-ylmethyl]benzoic acid (300 mg), 2-picolylamine (95 mg), 1-hydroxybenzotriazole monohydrate (130 mg), WSC (170 mg), and N,N-dimethylformamide (10 ml) was stirred at room temperature for 2.5 days. The reaction mixture was poured into water, which was extracted with ethyl acetate. The ethyl acetate layer was washed with saturated aqueous sodium chloride solution, dried (MgSO4), and concentrated. The residue was subjected to silica gel ... The reactants are ClC1=NC(=NC(=C1)NC1=NC=CC=C1)SC1=CC=C(C=C1)NC(=O)C1CC1 (N-(4-(4-Chloro-6-(pyridin-2-ylamino)pyrimidin-2-ylthio)phenyl)cyclopropane carboxamide), ClCCl (dichloromethane), Cl.C1(CC1)C1(CNC1)F (3-cyclopropyl-3-fluoroazetidine hydrochloride), CCN(C(C)C)C(C)C (DiPEA). The solvent is O1CCOCC1 (1,4-dioxane). The product is C1(CC1)C1(CN(C1)C1=NC(=NC(=C1)NC1=NC=CC=C1)SC1=CC=C(C=C1)NC(=O)C1CC1)F (N-(4-(4-(3-Cyclopropyl-3-fluoroazetidin-1-yl)-6-(pyridin-2-ylamino)pyrimidin-2-ylthio)phenyl)cyclopropanecarboxamide). As a reaction SMILES: Cl[C:2]1[CH:7]=[C:6]([NH:8][C:9]2[CH:14]=[CH:13][CH:12]=[CH:11][N:10]=2)[N:5]=[C:4]([S:15][C:16]2[CH:21]=[CH:20][C:19]([NH:22][C:23]([CH:25]3[CH2:27][CH2:26]3)=[O:24])=[CH:18][CH:17]=2)[N:3]=1.Cl.[CH:29]1([C:32]2([F:36])[CH2:35][NH:34][CH2:33]2)[CH2:31][CH2:30]1.CCN(C(C)C)C(C)C.ClCCl>O1CCOCC1>[CH:29]1([C:32]2([F:36])[CH2:35][N:34]([C:2]3[CH:7]=[C:6]([NH:8][C:9]4[CH:14]=[CH:13][CH:12]=[CH:11][N:10]=4)[N:5]=[C:4]([S:15][C:16]4[CH:21]=[CH:20][C:19]([NH:22][C:23]([CH:25]5[CH2:27][CH2:26]5)=[O:24])=[CH:18][CH:17]=4)[N:3]=3)[CH2:33]2)[CH2:31][CH2:30]1 |f:1.2|. Reported procedure: Prepared according the procedure used for the synthesis of compound I-1, starting with N-(4-(4-Chloro-6-(pyridin-2-ylamino)pyrimidin-2-ylthio)phenyl)cyclopropane carboxamide (110 mg, 28 mmol), 3-cyclopropyl-3-fluoroazetidine hydrochloride (60 mg, 0.39 mmol), and DiPEA (0.15 mL, 0.9 mmol) in 1,4-dioxane. After column chromatography, the product containing fraction (TLC: SiO2, dichloromethane/7.5% 2-propanol, Rf=0.65; HPLC: 70/90% purity, Rf=8.813 minutes) was purified further by preparative HPLC ...